Dataset: the Open Reaction Database (ORD), a public repository of structured organic reaction records. Task: describe an organic reaction: reactants, conditions, products, and yield Reactants: solution, C(CCC)[Li] (n-butyllithium), O1CCCC1 (tetrahydrofuran), ICCC (1-iodopropane), CN(C)CC1=CC(=CC=C1)OC (N,N-dimethyl-3-methoxybenzylamine), desired title intermediate. The solvent is CCCCCC (hexane). Reported procedure: Under an argon atmosphere, 420 ml. of a 1.6 M solution of n-butyllithium in hexane were slowly added to a solution of 105.6 g. of N,N-dimethyl-3-methoxybenzylamine in 1000 ml. of tetrahydrofuran by means of an addition funnel, keeping the temperature below 0° C. with an external ice/ethanol bath. After the addition was completed, the reaction was stirred at 0° C. for four hours. At this time, 68.3 ml. of 1-iodopropane were added dropwise to the solution keeping the temperature below 10° C. The r... The product is CN(C)CC1=C(C(=CC=C1)OC)CCC (N,N-dimethyl-3-methoxy-2-propylbenzylamine). Reaction conditions: temperature 0 celsius, time 4 hour. Reaction SMILES: [CH2:1]([Li])[CH2:2][CH2:3]C.[CH3:6][N:7]([CH2:9][C:10]1[CH:15]=[CH:14][CH:13]=[C:12]([O:16][CH3:17])[CH:11]=1)[CH3:8].O1CCCC1.ICCC>CCCCCC>[CH3:8][N:7]([CH2:9][C:10]1[CH:15]=[CH:14][CH:13]=[C:12]([O:16][CH3:17])[C:11]=1[CH2:1][CH2:2][CH3:3])[CH3:6]. The reactants are ClC1=CC=C2CCC(NC2=C1)=O (7-chloro-1,2,3,4-tetrahydroquinolinone), C(C)N(CCCC(C)N)CC (1-diethylamino-4-aminopentane). Yields the product CCN(CC)CCCC(C)NC=1C=CN=C2C1C=CC(=C2)Cl (chloroquine). Yield: 90.0%. Reaction SMILES: [Cl:1][C:2]1[CH:11]=[C:10]2[C:5]([CH2:6][CH2:7][C:8](=O)[NH:9]2)=[CH:4][CH:3]=1.[CH2:13]([N:15]([CH2:22][CH3:23])[CH2:16][CH2:17][CH2:18][CH:19]([NH2:21])[CH3:20])[CH3:14]>>[CH3:14][CH2:13][N:15]([CH2:16][CH2:17][CH2:18][CH:19]([NH:21][C:6]1[CH:7]=[CH:8][N:9]=[C:10]2[CH:11]=[C:2]([Cl:1])[CH:3]=[CH:4][C:5]=12)[CH3:20])[CH2:22][CH3:23]. Reported procedure: 3.665 millimols, i.e. a yield of 90% relative to the 7-chloro-1,2,3,4-tetrahydroquinolinone converted, and a yield of 91.2% relative to the 1-diethylamino-4-aminopentane converted, and The reactants are NCC=1C=C(C=CC1)N1N=C(C=C1C(=O)NCC1=C(C=CC=C1)OC)C(F)(F)F (1-(3-(aminomethyl)phenyl)-N-(2-methoxybenzyl)-3-(trifluoromethyl)-1H-pyrazole-5-carboxamide), FC=1C=CC2=C(N(C(N2)=O)C([C@@H](C)NC(OC(C)(C)C)=O)=S)C1 ((R)-tert-butyl 1-(6-fluoro-2-oxo-2,3-dihydro-1H-benzo[d]imidazol-1-yl)-1-thioxopropan-2-ylcarbamate). The solvent is O (water), CN(C)C=O (DMF). Reaction conditions: temperature 0 celsius, time 2 hour. Yields the product COC1=C(CNC(=O)C2=CC(=NN2C=2C=C(CNC([C@H](C)NC(OC(C)(C)C)=O)=S)C=CC2)C(F)(F)F)C=CC=C1 ((S)-tert-butyl 1-(3-(5-(2-methoxybenzylcarbamoyl)-3-(trifluoromethyl)-1H-pyrazol-1-yl)benzylamino)-1-thioxopropan-2-ylcarbamate). Isolated yield 38.6%. As a reaction SMILES: [NH2:1][CH2:2][C:3]1[CH:4]=[C:5]([N:9]2[C:13]([C:14]([NH:16][CH2:17][C:18]3[CH:23]=[CH:22][CH:21]=[CH:20][C:19]=3[O:24][CH3:25])=[O:15])=[CH:12][C:11]([C:26]([F:29])([F:28])[F:27])=[N:10]2)[CH:6]=[CH:7][CH:8]=1.FC1C=CC2NC(=O)N([C:40](=[S:51])[C@H:41]([NH:43][C:44](=[O:50])[O:45][C:46]([CH3:49])([CH3:48])[CH3:47])[CH3:42])C=2C=1>CN(C=O)C.O>[CH3:25][O:24][C:19]1[CH:20]=[CH:21][CH:22]=[CH:23][C:18]=1[CH2:17][NH:16][C:14]([C:13]1[N:9]([C:5]2[CH:4]=[C:3]([CH:8]=[CH:7][CH:6]=2)[CH2:2][NH:1][C:40](=[S:51])[C@@H:41]([NH:43][C:44](=[O:50])[O:45][C:46]([CH3:48])([CH3:47])[CH3:49])[CH3:42])[N:10]=[C:11]([C:26]([F:28])([F:29])[F:27])[CH:12]=1)=[O:15]. Procedure: To a solution of 58 (62 mg, 0.153 mmol) in dry DMF (0.3 mL) at 0° C. was added (R)-tert-butyl 1-(6-fluoro-2-oxo-2,3-dihydro-1H-benzo[d]imidazol-1-yl)-1-thioxopropan-2-ylcarbamate (57.2 mg, 0.169 mmol; J. Med. Chem.1999, 42, 2046-2052) in two equal portions over 10 minutes and the reaction was stirred at 0° C. for 2 hours and then at room temperature for 16 h. It was then diluted with water (˜15 mL) and extracted into dichloromethane using an “IST phase-separator.” The DCM extracts were combined ... The reactants are Cl.NCCCCCC(=O)OC (methyl 6-aminohexanoate hydrochloride), C(C)(C)N(C(C)C)CC (N,N-diisopropylethylamine), F[B-](F)(F)F.N1(N=NC2=C1C=CC=C2)O[C+](N(C)C)N(C)C ((benzotriazol-1-yloxy)bisdimethylaminomethyliumfluoroborate), C1(CCCCC1)COC=1C=2N(C=CC1)C(=C(N2)C)C(=O)O (8-(cyclohexylmethoxy)-2-methylimidazo[1,2-a]pyridine-3-carboxylic acid), Example 6A, [OH-].[Na+] (sodium hydroxide). Solvent: CS(=O)C (DMSO), CS(=O)C (DMSO). Conditions: time 8 hour. Yields the product C1(CCCCC1)COC=1C=2N(C=CC1)C(=C(N2)C)C(=O)NCCCCCC(=O)O (6-({[8-(Cyclohexylmethoxy)-2-methylimidazo[1,2-a]pyridin-3-yl]carbonyl}amino)hexanoic acid). As a reaction SMILES: Cl.[NH2:2][CH2:3][CH2:4][CH2:5][CH2:6][CH2:7][C:8]([O:10]C)=[O:9].[CH:12]1([CH2:18][O:19][C:20]2[C:21]3[N:22]([C:26]([C:30](O)=[O:31])=[C:27]([CH3:29])[N:28]=3)[CH:23]=[CH:24][CH:25]=2)[CH2:17][CH2:16][CH2:15][CH2:14][CH2:13]1.F[B-](F)(F)F.N1(O[C+](N(C)C)N(C)C)C2C=CC=CC=2N=N1.C(N(CC)C(C)C)(C)C.[OH-].[Na+]>CS(C)=O>[CH:12]1([CH2:18][O:19][C:20]2[C:21]3[N:22]([C:26]([C:30]([NH:2][CH2:3][CH2:4][CH2:5][CH2:6][CH2:7][C:8]([OH:10])=[O:9])=[O:31])=[C:27]([CH3:29])[N:28]=3)[CH:23]=[CH:24][CH:25]=2)[CH2:13][CH2:14][CH2:15][CH2:16][CH2:17]1 |f:0.1,3.4,6.7|. Procedure: 18 mg of methyl 6-aminohexanoate hydrochloride (0.1 mmol, 1.0 equivalent) were initially charged, and 29 mg of 8-(cyclohexylmethoxy)-2-methylimidazo[1,2-a]pyridine-3-carboxylic acid Example 6A (0.1 mmol, 1 equivalent) in 0.3 ml of DMSO, 41.7 mg of (benzotriazol-1-yloxy)bisdimethylaminomethyliumfluoroborate (TBTU, 0.13 mmol, 1.3 equivalents) in 0.3 ml of DMSO and 26 mg of N,N-diisopropylethylamine (0.2 mmol, 2 equivalents) were added in succession. The mixture was shaken at RT overnight, 0.4 ml o...